Dataset: the Open Reaction Database (ORD), a public repository of structured organic reaction records. Task: describe an organic reaction: reactants, conditions, products, and yield Starting materials: CCOC(=O)C(O)c1cccs1, CS(=O)(=O)Cl, CCN(C(C)C)C(C)C, ClCCl. Yields the product CCOC(=O)C(OS(C)(=O)=O)c1cccs1. RXN SMILES: [CH2:1]([CH3:2])[O:3][C:4]([CH:5]([c:6]1[s:7][cH:8][cH:9][cH:10]1)[OH:11])=[O:12].[CH3:22][S:23]([Cl:24])(=[O:25])=[O:26].[CH:13]([N:14]([CH2:15][CH3:16])[CH:17]([CH3:18])[CH3:19])([CH3:20])[CH3:21].[Cl:27][CH2:28][Cl:29]>>[CH2:1]([CH3:2])[O:3][C:4]([CH:5]([c:6]1[s:7][cH:8][cH:9][cH:10]1)[O:11][S:23]([CH3:22])(=[O:25])=[O:26])=[O:12]. Starting materials: CC1=CC=C(C=C1)S(=O)(=O)OC[C@@H]1OC2=C(C=CC=C2CC1)OC ([(2R)-8-methoxy-3,4-dihydro-2H-chromen-2-yl]methyl 4-methylbenzenesulfonate), FC=1C=C2C(=CNC2=CC1)C=1CCNCC1 (5-fluoro-3-(1,2,3,6-tetrahydro-4-pyridinyl)-1H-indole). Run in C(C)(=O)OCC (ethyl acetate), CS(=O)C (methyl sulfoxide). Run at temperature 80 celsius. Product: FC=1C=C2C(=CNC2=CC1)C=1CCN(CC1)C[C@@H]1OC2=C(C=CC=C2CC1)OC (5-fluoro-3-(1-{[(2R)-8-methoxy-3,4-dihydro-2H-chromen-2-yl]methyl}-1,2,3,6-tetrahydro-4-pyridinyl)-1H-indole). Yield: 69.1%. As a reaction SMILES: CC1C=CC(S(O[CH2:12][C@H:13]2[CH2:22][CH2:21][C:20]3[C:15](=[C:16]([O:23][CH3:24])[CH:17]=[CH:18][CH:19]=3)[O:14]2)(=O)=O)=CC=1.[F:25][C:26]1[CH:27]=[C:28]2[C:32](=[CH:33][CH:34]=1)[NH:31][CH:30]=[C:29]2[C:35]1[CH2:36][CH2:37][NH:38][CH2:39][CH:40]=1>CS(C)=O.C(OCC)(=O)C>[F:25][C:26]1[CH:27]=[C:28]2[C:32](=[CH:33][CH:34]=1)[NH:31][CH:30]=[C:29]2[C:35]1[CH2:36][CH2:37][N:38]([CH2:12][C@H:13]2[CH2:22][CH2:21][C:20]3[C:15](=[C:16]([O:23][CH3:24])[CH:17]=[CH:18][CH:19]=3)[O:14]2)[CH2:39][CH:40]=1. Procedure details: To a solution of [(2R)-8-methoxy-3,4-dihydro-2H-chromen-2-yl]methyl 4-methylbenzenesulfonate (0.348 g, 1.00 mmol) in methyl sulfoxide (20 mL) was added 5-fluoro-3-(1,2,3,6-tetrahydro-4-pyridinyl)-1H-indole (0.865 g, 4.00 mmol) and the reaction mixture was heated to 80° C. for 12 h. The reaction mixture was allowed to cool to room temperature and was diluted with ethyl acetate (200 mL), washed with water (2×100 mL), aqueous sodium chloride (100 mL), dried (magnesium sulfate) and the solvent was r...